From a dataset of the Open Reaction Database (ORD), a public repository of structured organic reaction records. describe an organic reaction: reactants, conditions, products, and yield Reactants: C(C=C)C1=C2C(=NC=NC2=CC(=C1OC)OC)NC1=CC=CC=C1 ((5-allyl-6,7-dimethoxy-quinazolin-4-yl)-phenyl-amine), O=[O+][O-] (O3). The solvent is CO (methanol). Conditions: time 8 hour. The product is COC1=C2CC(N(C3=NC=NC(C=C1OC)=C32)C3=CC=CC=C3)O (7,8-dimethoxy-4-phenyl-5,6-dihydro-4H-1,3,4-triaza-phenalen-5-ol). Reaction SMILES: [CH2:1]([C:4]1[C:13]([O:14][CH3:15])=[C:12]([O:16][CH3:17])[CH:11]=[C:10]2[C:5]=1[C:6]([NH:18][C:19]1[CH:24]=[CH:23][CH:22]=[CH:21][CH:20]=1)=[N:7][CH:8]=[N:9]2)[CH:2]=C.[O:25]=[O+][O-]>CO>[CH3:15][O:14][C:13]1[C:12]([O:16][CH3:17])=[CH:11][C:10]2=[C:5]3[C:4]=1[CH2:1][CH:2]([OH:25])[N:18]([C:19]1[CH:24]=[CH:23][CH:22]=[CH:21][CH:20]=1)[C:6]3=[N:7][CH:8]=[N:9]2. Procedure details: To a solution of (5-allyl-6,7-dimethoxy-quinazolin-4-yl)-phenyl-amine (0.35 g, 1.09 mmol) (from Example 15, Step E ,supra) in methanol (50 mL) at −78° C. was passed a continuous stream of O3 until the color of the solution became blue. The reaction solution was then purged with argon, and methyl sulfide (5 mL) (Aldrich) was added. The reaction mixture was slowly warmed to room temperature and stirred overnight. The solution was concentrated, the residue was dried in vacuo to give the desired 7,8... The solvent is O (water), COCCOC (DME). The reactants are IC1=NN(C2=NC=NC(=C21)N)[C@@H]2CC[C@H](CC2)N2CCN(CC2)C (trans-3-iodo-1-[4-(4-methylpiperazino)cyclohexyl]-1H-pyrazolo[3,4-d]pyrimidin-4-amine), CC1(OB(OC1(C)C)C1=CC=C(CNC(OC(C)(C)C)=O)C=C1)C (tert-butyl N-[4-(4,4,5,5-tetramethyl-1,3,2-dioxaborolan-2-yl)benzyl]carbamate), tetrakis-(triphenylphosphine)palladium, C([O-])([O-])=O.[Na+].[Na+] (sodium carbonate). Procedure details: A mixture containing trans-3-iodo-1-[4-(4-methylpiperazino)cyclohexyl]-1H-pyrazolo[3,4-d]pyrimidin-4-amine (850 mg, 1.93 mmol), tert-butyl N-[4-(4,4,5,5-tetramethyl-1,3,2-dioxaborolan-2-yl)benzyl]carbamate (1.25 equiv., 812 mg, 2.41 mmol), tetrakis-(triphenylphosphine)palladium (135 mg) and sodium carbonate (2.5 equiv., 511 mg, 4.83 mmol) in degassed water (10 mL) and DME (30 mL) was heated and stirred at 85° C. for 16 h. The solvent was removed under reduced pressure to give a brown foam which ... RXN SMILES: I[C:2]1[C:10]2[C:5](=[N:6][CH:7]=[N:8][C:9]=2[NH2:11])[N:4]([C@H:12]2[CH2:17][CH2:16][C@H:15]([N:18]3[CH2:23][CH2:22][N:21]([CH3:24])[CH2:20][CH2:19]3)[CH2:14][CH2:13]2)[N:3]=1.CC1(C)C(C)(C)OB([C:33]2[CH:47]=[CH:46][C:36]([CH2:37][NH:38][C:39](=[O:45])[O:40][C:41]([CH3:44])([CH3:43])[CH3:42])=[CH:35][CH:34]=2)O1.C(=O)([O-])[O-].[Na+].[Na+]>O.COCCOC>[NH2:11][C:9]1[N:8]=[CH:7][N:6]=[C:5]2[N:4]([C@H:12]3[CH2:17][CH2:16][C@H:15]([N:18]4[CH2:23][CH2:22][N:21]([CH3:24])[CH2:20][CH2:19]4)[CH2:14][CH2:13]3)[N:3]=[C:2]([C:33]3[CH:47]=[CH:46][C:36]([CH2:37][NH:38][C:39](=[O:45])[O:40][C:41]([CH3:42])([CH3:43])[CH3:44])=[CH:35][CH:34]=3)[C:10]=12 |f:2.3.4|. Yield: 80.0%. Conditions: temperature 85 celsius, time 16 hour. The product is NC1=C2C(=NC=N1)N(N=C2C2=CC=C(CNC(OC(C)(C)C)=O)C=C2)[C@@H]2CC[C@H](CC2)N2CCN(CC2)C (Trans-tert-butyl N-(4-{4-amino-1-[4-(4-methylpiperazino)cyclohexyl]-1H-pyrazolo[3,4-d]pyrimidin-3-yl}benzyl)carbamate), foam. Reactants: CO, O=C(O)c1cc([N+](=O)[O-])c(Cl)c([N+](=O)[O-])c1, O=S(=O)(O)O. Yields the product COC(=O)c1cc([N+](=O)[O-])c(Cl)c([N+](=O)[O-])c1. As a reaction SMILES: [CH3:17][OH:18].[Cl:1][c:2]1[c:3]([N+:14](=[O:15])[O-:16])[cH:4][c:5]([C:6](=[O:7])[OH:8])[cH:9][c:10]1[N+:11](=[O:12])[O-:13].[S:19](=[O:20])(=[O:21])([OH:22])[OH:23]>>[Cl:1][c:2]1[c:3]([N+:14](=[O:15])[O-:16])[cH:4][c:5]([C:6](=[O:7])[O:8][CH3:17])[cH:9][c:10]1[N+:11](=[O:12])[O-:13]. Starting materials: COC(C(CC1CCCC1)C1=CC=C(C=C1)C#CCOC)=O (3-cyclopentyl-2-[4-(3-methoxy-prop-1-ynyl)-phenyl]-propionic acid methyl ester), [OH-].[Li+] (lithium hydroxide). Solvent: O1CCCC1 (tetrahydrofuran), O (water). Reaction conditions: temperature 25 celsius, time 48 hour. The product is C1(CCCC1)CC(C(=O)O)C1=CC=C(C=C1)C#CCOC (3-cyclopentyl-2-[4-(3-methoxy-prop-1-ynyl)-phenyl]-propionic acid). Yield: 97.0%. Reaction SMILES: C[O:2][C:3](=[O:22])[CH:4]([C:11]1[CH:16]=[CH:15][C:14]([C:17]#[C:18][CH2:19][O:20][CH3:21])=[CH:13][CH:12]=1)[CH2:5][CH:6]1[CH2:10][CH2:9][CH2:8][CH2:7]1.[OH-].[Li+]>O1CCCC1.O>[CH:6]1([CH2:5][CH:4]([C:11]2[CH:16]=[CH:15][C:14]([C:17]#[C:18][CH2:19][O:20][CH3:21])=[CH:13][CH:12]=2)[C:3]([OH:22])=[O:2])[CH2:10][CH2:9][CH2:8][CH2:7]1 |f:1.2|. Procedure details: A solution of 3-cyclopentyl-2-[4-(3-methoxy-prop-1-ynyl)-phenyl]-propionic acid methyl ester (485 mg, 1.61 mmol) in tetrahydrofuran (10 mL) and water (10 mL) was treated with lithium hydroxide (775 mg, 18.5 mmol). The reaction mixture was stirred at 25° C. for 48 h. At this time, the reaction was concentrated in vacuo. The residue was re-dissolved in water (40 mL) which was then acidified to pH=2 with concentrated hydrochloric acid. This solution was extracted with ethyl acetate (2×40 mL). The a...